Dataset: the Open Reaction Database (ORD), a public repository of structured organic reaction records. Task: describe an organic reaction: reactants, conditions, products, and yield Starting materials: [BH4-], CCO, [Na+], O=C1CCCCC1n1cnc2ccc(O)nc21. The product is Oc1ccc2ncn(C3CCCCC3O)c2n1. RXN SMILES: [BH4-:18].[CH3:20][CH2:21][OH:22].[Na+:19].[OH:1][c:2]1[cH:3][cH:4][c:5]2[c:6]([n:7]1)[n:8]([CH:11]1[C:12](=[O:17])[CH2:13][CH2:14][CH2:15][CH2:16]1)[cH:9][n:10]2>>[OH:1][c:2]1[cH:3][cH:4][c:5]2[c:6]([n:7]1)[n:8]([CH:11]1[CH:12]([OH:17])[CH2:13][CH2:14][CH2:15][CH2:16]1)[cH:9][n:10]2. The product is Cl.O1CCN(CC1)C1=C2C(=C(N=N1)N1CCOCC1)C=NC(=C2)C2=CC=CC=C2 (1,4-dimorpholino-7-phenylpyrido[3,4-d]pyridazine hydrochloride). Procedure details: One part by weight of 1,4-dimorpholino-7-phenylpyrido[3,4-d]pyridazine is dissolved in 50 parts by volume of ethanol under warming. Ten parts by volume of a 10% hydrogen chloride ethanolic solution is added to the solution and the resulting mixture is cooled to precipitate 1,4-dimorpholino-7-phenylpyrido[3,4-d]pyridazine hydrochloride. The product (one part by weight) is collected by filtration and recrystallized from 50 parts by volume of ethanol to obtain highly purities 1,4-dimorpholino-7-phe... The reactants are O1CCN(CC1)C1=C2C(=C(N=N1)N1CCOCC1)C=NC(=C2)C2=CC=CC=C2 (1,4-dimorpholino-7-phenylpyrido[3,4-d]pyridazine), Cl (hydrogen chloride). As a reaction SMILES: [O:1]1[CH2:6][CH2:5][N:4]([C:7]2[N:12]=[N:11][C:10]([N:13]3[CH2:18][CH2:17][O:16][CH2:15][CH2:14]3)=[C:9]3[CH:19]=[N:20][C:21]([C:23]4[CH:28]=[CH:27][CH:26]=[CH:25][CH:24]=4)=[CH:22][C:8]=23)[CH2:3][CH2:2]1.[ClH:29]>C(O)C>[ClH:29].[O:1]1[CH2:2][CH2:3][N:4]([C:7]2[N:12]=[N:11][C:10]([N:13]3[CH2:18][CH2:17][O:16][CH2:15][CH2:14]3)=[C:9]3[CH:19]=[N:20][C:21]([C:23]4[CH:28]=[CH:27][CH:26]=[CH:25][CH:24]=4)=[CH:22][C:8]=23)[CH2:5][CH2:6]1 |f:3.4|. Run in C(C)O (ethanol). The reactants are ClC=1C=C(C(=O)OO)C=CC1 (3-Chloroperoxybenzoic acid), C1(CC1)C1=C(C=NO1)C(C1=C(C(=C(C=C1)Cl)Cl)SC)=O (5-cyclopropyl-4-(3,4-dichloro-2-methylsulphenylbenzoyl)isoxazole). Solvent: ClCCl (dichloromethane). Reaction conditions: temperature -15 celsius, time 1 hour. Yields the product C1(CC1)C1=C(C=NO1)C(C1=C(C(=C(C=C1)Cl)Cl)S(=O)C)=O (5-cyclopropyl-4-(3,4-dichloro-2-methylsulphinylbenzoyl)isoxazole). Isolated yield 15.4%. RXN SMILES: ClC1C=C(C=CC=1)C(OO)=[O:6].[CH:12]1([C:15]2[O:19][N:18]=[CH:17][C:16]=2[C:20](=[O:31])[C:21]2[CH:26]=[CH:25][C:24]([Cl:27])=[C:23]([Cl:28])[C:22]=2[S:29][CH3:30])[CH2:14][CH2:13]1>ClCCl>[CH:12]1([C:15]2[O:19][N:18]=[CH:17][C:16]=2[C:20](=[O:31])[C:21]2[CH:26]=[CH:25][C:24]([Cl:27])=[C:23]([Cl:28])[C:22]=2[S:29]([CH3:30])=[O:6])[CH2:13][CH2:14]1. Reported procedure: 3-Chloroperoxybenzoic acid (2.0 g) was added to a solution of 5-cyclopropyl-4-(3,4-dichloro-2-methylsulphenylbenzoyl)isoxazole (1.86 g) in dichloromethane while maintaining the temperature around -15° C. The mixture was stirred at -15° C. for 1 hour and at room temperature for 1 hour. It was recooled to -15° C. and filtered. The filtrate was evaporated to dryness and the residue was purified by dry column flash chromatography eluted with a mixture of ethyl acetate and n-hexane. The product was r... Starting materials: COC(=O)C=1SC(=CC1N=CN(C)C)C1(CCOCC1)O (3-(Dimethylaminomethyleneamino)-5-(4-hydroxytetrahydropyran-4-yl)thiophene-2-carboxylic acid methyl ester), CN1CCN(CCC1)C1=CC=C(C=C1)N (4-(4-methyl[1,4]diazepan-1-yl)phenylamine). The product is OC1(CCOCC1)C1=CC=2N=CN(C(C2S1)=O)C1=CC=C(C=C1)N1CCN(CCC1)C (6-(4-Hydroxytetrahydropyran-4-yl)-3-[4-(4-methyl[1,4]diazepan-1-yl)phenyl]-3H-thieno[3,2-d]pyrimidin-4-one). RXN SMILES: CO[C:3]([C:5]1[S:6][C:7]([C:15]2([OH:21])[CH2:20][CH2:19][O:18][CH2:17][CH2:16]2)=[CH:8][C:9]=1[N:10]=[CH:11][N:12]([CH3:14])C)=[O:4].[CH3:22][N:23]1[CH2:29][CH2:28][CH2:27][N:26]([C:30]2[CH:35]=[CH:34]C(N)=[CH:32][CH:31]=2)[CH2:25][CH2:24]1>>[OH:21][C:15]1([C:7]2[S:6][C:5]3[C:3](=[O:4])[N:12]([C:14]4[CH:34]=[CH:35][C:30]([N:26]5[CH2:27][CH2:28][CH2:29][N:23]([CH3:22])[CH2:24][CH2:25]5)=[CH:31][CH:32]=4)[CH:11]=[N:10][C:9]=3[CH:8]=2)[CH2:16][CH2:17][O:18][CH2:19][CH2:20]1. Procedure details: 3-(Dimethylaminomethyleneamino)-5-(4-hydroxytetrahydropyran-4-yl)thiophene-2-carboxylic acid methyl ester and 4-(4-methyl[1,4]diazepan-1-yl)phenylamine were reacted by method A1. The product with the molecular weight of 440.57 (C23H28N4O3S) was obtained in this way; MS (EST): 441 (M+H+). Reactants: C(C)(=O)N1CCN(CC1)C=1C=CC(=NC1)CCC=1C=C(SC1)CCCNC(=O)NNC(=O)OC(C)(C)C (tert-butyl 2-{[3-(4-{2-[5-(4-acetylpiperazin-1-yl)pyridin-2-yl]ethyl}thiophen-2-yl)propyl]carbamoyl}hydrazinecarboxylate), FC(C(=O)O)(F)F (trifluoroacetic acid). The product is C(C)(=O)N1CCN(CC1)C=1C=CC(=NC1)CCC=1C=C(SC1)CCCNC(=O)NN (N-[3-(4-{2-[5-(4-acetylpiperazin-1-yl)pyridin-2-yl]ethyl}thiophen-2-yl)propyl]hydrazinecarboxamide). Isolated yield 23.3%. RXN SMILES: [C:1]([N:4]1[CH2:9][CH2:8][N:7]([C:10]2[CH:11]=[CH:12][C:13]([CH2:16][CH2:17][C:18]3[CH:19]=[C:20]([CH2:23][CH2:24][CH2:25][NH:26][C:27]([NH:29][NH:30]C(OC(C)(C)C)=O)=[O:28])[S:21][CH:22]=3)=[N:14][CH:15]=2)[CH2:6][CH2:5]1)(=[O:3])[CH3:2].FC(F)(F)C(O)=O>>[C:1]([N:4]1[CH2:9][CH2:8][N:7]([C:10]2[CH:11]=[CH:12][C:13]([CH2:16][CH2:17][C:18]3[CH:19]=[C:20]([CH2:23][CH2:24][CH2:25][NH:26][C:27]([NH:29][NH2:30])=[O:28])[S:21][CH:22]=3)=[N:14][CH:15]=2)[CH2:6][CH2:5]1)(=[O:3])[CH3:2]. Reported procedure: By a method similar to Production Example 116, step 10, tert-butyl 2-{[3-(4-{2-[5-(4-acetylpiperazin-1-yl)pyridin-2-yl]ethyl}thiophen-2-yl)propyl]carbamoyl}hydrazinecarboxylate (255.0 mg, 0.481 mmol) was deprotected with trifluoroacetic acid, and purified by aminopropylated silica gel column chromatography (2%-methanol-dichloromethane mixture) to give the title compound (48.3mg, yield 23.3%) as an off-white solid. Starting materials: CN(C)C=O, O=C(Cl)C(=O)Cl, O=C(O)c1cc(F)c(F)c(Cl)c1F, ClCCl. Product: O=C(Cl)c1cc(F)c(F)c(Cl)c1F. RXN SMILES: [CH3:20][N:21]([CH3:22])[CH:23]=[O:24].[Cl:14][C:15]([C:16]([Cl:17])=[O:18])=[O:19].[Cl:1][c:2]1[c:3]([F:13])[c:4]([C:5](=[O:6])[OH:7])[cH:8][c:9]([F:12])[c:10]1[F:11].[Cl:25][CH2:26][Cl:27]>>[Cl:1][c:2]1[c:3]([F:13])[c:4]([C:5](=[O:6])[Cl:14])[cH:8][c:9]([F:12])[c:10]1[F:11]. Starting materials: BrCCO\N=C(/C(=O)OCC)\C=1N=C(SC1)NC(C1=CC=CC=C1)(C1=CC=CC=C1)C1=CC=CC=C1 (ethyl 2-((Z)-2-bromoethoxyimino)-2-(2-tritylaminothiazol-4-yl)acetate), BrCCBr (1,2-dibromoethane), [N-]=[N+]=[N-].[Na+] (sodium azide). Solvent: CN(C)C=O (DMF). Product: N(=[N+]=[N-])CCO\N=C(/C(=O)OCC)\C=1N=C(SC1)NC(C1=CC=CC=C1)(C1=CC=CC=C1)C1=CC=CC=C1 (ethyl 2-((Z)-2-azidoethoxyimino)-2-(2-tritylaminothiazol-4-yl)acetate). RXN SMILES: Br[CH2:2][CH2:3][O:4]/[N:5]=[C:6](/[C:12]1[N:13]=[C:14]([NH:17][C:18]([C:31]2[CH:36]=[CH:35][CH:34]=[CH:33][CH:32]=2)([C:25]2[CH:30]=[CH:29][CH:28]=[CH:27][CH:26]=2)[C:19]2[CH:24]=[CH:23][CH:22]=[CH:21][CH:20]=2)[S:15][CH:16]=1)\[C:7]([O:9][CH2:10][CH3:11])=[O:8].BrCCBr.[N-:41]=[N+:42]=[N-:43].[Na+]>CN(C=O)C>[N:41]([CH2:2][CH2:3][O:4]/[N:5]=[C:6](/[C:12]1[N:13]=[C:14]([NH:17][C:18]([C:31]2[CH:36]=[CH:35][CH:34]=[CH:33][CH:32]=2)([C:25]2[CH:30]=[CH:29][CH:28]=[CH:27][CH:26]=2)[C:19]2[CH:24]=[CH:23][CH:22]=[CH:21][CH:20]=2)[S:15][CH:16]=1)\[C:7]([O:9][CH2:10][CH3:11])=[O:8])=[N+:42]=[N-:43] |f:2.3|. Reported procedure: The starting material was prepared as follows. Using the procedure of Footnote 15, ethyl 2-((Z)-2-bromoethoxyimino)-2-(2-tritylaminothiazol-4-yl)acetate was prepared from 1,2-dibromoethane, and reacted with sodium azide in DMF solution. Purification by chromatography gave ethyl 2-((Z)-2-azidoethoxyimino)-2-(2-tritylaminothiazol-4-yl)acetate, which was dissolved in 1,2-dimethoxyethane and hydrogenated using 5% w/w palladium on charcoal as catalyst at ambient temperature and pressure for 16 hours....